The task is: describe an organic reaction: reactants, conditions, products, and yield. This data is from the Open Reaction Database (ORD), a public repository of structured organic reaction records. Run in C(C)(=O)OCC (ethyl acetate). Product: NCC1=CC=C(C(=O)OC)C=C1 (methyl 4-(aminomethyl)benzoate). The reactants are NCC1=CC=C(C(=O)O)C=C1 (4-(aminomethyl)benzoic acid), OS(=O)(=O)O (H2SO4), CO (MeOH), [OH-].[Na+] (NaOH). Procedure: To a solution of 4-(aminomethyl)benzoic acid (1 g, 7 mmol) in MeOH (10 mL) was added dropwise concentrated H2SO4 (1 mL). Upon completion of addition, the reaction mixture was heated to 60° C. where it stirred for 12 h. After this time, the reaction mixture was concentrated under reduced pressure to yield a residue. The residue was dissolved in ethyl acetate and then carefully neutralized with a 10% NaOH solution. The organic layer was separated and washed successively with water and brine. The c... Reaction SMILES: [NH2:1][CH2:2][C:3]1[CH:11]=[CH:10][C:6]([C:7]([OH:9])=[O:8])=[CH:5][CH:4]=1.OS(O)(=O)=O.[OH-].[Na+].[CH3:19]O>C(OCC)(=O)C>[NH2:1][CH2:2][C:3]1[CH:4]=[CH:5][C:6]([C:7]([O:9][CH3:19])=[O:8])=[CH:10][CH:11]=1 |f:2.3|. Run at temperature 60 celsius, time 12 hour. Procedure: To a cooled (0° C.) solution of 2-(bromomethyl)-5-fluorobenzonitrile (4.31 g, 20.1 mmol) and methyl 3-(4-hydroxy-6-methyl-2-oxopyridin-1(2H)-yl)-4-methylbenzoate (5.00 g, 18.3 mmol) in DMF (20 mL) was added K2CO3 (3.00 g, 22.0 mmol). The reaction was allowed to warm to RT and stirred overnight. Additional 2-(bromomethyl)-5-fluorobenzonitrile (0.39 g, 1.83 mmol) and K2CO3 (0.25 g, 1.83 mmol) were added and the reaction heated at 60° C. for 2 h. Solvent removed by distillation. Reaction neutralize... Starting materials: BrCC1=C(C#N)C=C(C=C1)F (2-(bromomethyl)-5-fluorobenzonitrile), OC1=CC(N(C(=C1)C)C=1C=C(C(=O)OC)C=CC1C)=O (methyl 3-(4-hydroxy-6-methyl-2-oxopyridin-1(2H)-yl)-4-methylbenzoate), BrCC1=C(C#N)C=C(C=C1)F (2-(bromomethyl)-5-fluorobenzonitrile), C(=O)([O-])[O-].[K+].[K+] (K2CO3), C(=O)([O-])[O-].[K+].[K+] (K2CO3), C(CC(O)(C(=O)O)CC(=O)O)(=O)O (citric acid). Reaction conditions: time 8 hour. Solvent: CN(C)C=O (DMF). Product: C(#N)C1=C(COC2=CC(N(C(=C2)C)C=2C=C(C(=O)OC)C=CC2C)=O)C=CC(=C1)F (methyl 3-[4-[(2-cyano-4-fluorobenzyl)oxy]-6-methyl-2-oxopyridin-1(2H)-yl]-4-methylbenzoate). As a reaction SMILES: Br[CH2:2][C:3]1[CH:10]=[CH:9][C:8]([F:11])=[CH:7][C:4]=1[C:5]#[N:6].[OH:12][C:13]1[CH:18]=[C:17]([CH3:19])[N:16]([C:20]2[CH:21]=[C:22]([CH:27]=[CH:28][C:29]=2[CH3:30])[C:23]([O:25][CH3:26])=[O:24])[C:15](=[O:31])[CH:14]=1.C([O-])([O-])=O.[K+].[K+].C(O)(=O)CC(CC(O)=O)(C(O)=O)O>CN(C=O)C>[C:5]([C:4]1[CH:7]=[C:8]([F:11])[CH:9]=[CH:10][C:3]=1[CH2:2][O:12][C:13]1[CH:18]=[C:17]([CH3:19])[N:16]([C:20]2[CH:21]=[C:22]([CH:27]=[CH:28][C:29]=2[CH3:30])[C:23]([O:25][CH3:26])=[O:24])[C:15](=[O:31])[CH:14]=1)#[N:6] |f:2.3.4|.